Task: describe an organic reaction: reactants, conditions, products, and yield. Dataset: the Open Reaction Database (ORD), a public repository of structured organic reaction records The reactants are [N+](=O)([O-])C=1C=C(C=C(C1)N)N (5-nitro-m-phenylenediamine). The reagents and catalysts are [Pt] (platinum/carbon). Run in O1CCOCC1 (dioxane). Reaction conditions: temperature 80 celsius, time 25 minute. The product is NC1=CC(=CC(=C1)N)N (1,3,5-triaminobenzene). The yield is 88.2%. As a reaction SMILES: [N+:1]([C:4]1[CH:5]=[C:6]([NH2:11])[CH:7]=[C:8]([NH2:10])[CH:9]=1)([O-])=O>[Pt].O1CCOCC1>[NH2:1][C:4]1[CH:5]=[C:6]([NH2:11])[CH:7]=[C:8]([NH2:10])[CH:9]=1. Procedure details: 5-nitro-m-phenylenediamine (100.0 g) was dissolved in acetone (100 ml) and insolubles were filtered off by means of suction. 15.0 g of activated carbon was added into the solution, after stirring for 5 minutes it was removed by suction filtration. The solution was concentrated till crystals were slightly deposited, and 200 ml of water was added. The precipitated solids were filtered by means of suction, and dried under a reduced pressure to obtain 68.5 g of purified 5-nitro-m-phenylenediamine. T...